From a dataset of the Open Reaction Database (ORD), a public repository of structured organic reaction records. describe an organic reaction: reactants, conditions, products, and yield Starting materials: CC1=CC=2C3=C(NC2C=C1)C1CCN(C3)CC1 (9-methyl-3,4,5,6-tetrahydro-1H-2,5-ethanoazepino[4,3-b]indole), BrC=1C=C2C(=NC=NC2=CC1)OC (6-bromo-4-methoxyquinazoline). The product is COC1=NC=NC2=CC=C(C=C12)N1C2=C(C=3C=C(C=CC13)C)CN1CCC2CC1 (6-(4-methoxyquinazolin-6-yl)-9-methyl-3,4,5,6-tetrahydro-1H-2,5-ethanoazepino[4,3-b]indole). RXN SMILES: [CH3:1][C:2]1[CH:10]=[CH:9][C:8]2[NH:7][C:6]3[CH:11]4[CH2:17][CH2:16][N:14]([CH2:15][C:5]=3[C:4]=2[CH:3]=1)[CH2:13][CH2:12]4.Br[C:19]1[CH:20]=[C:21]2[C:26](=[CH:27][CH:28]=1)[N:25]=[CH:24][N:23]=[C:22]2[O:29][CH3:30]>>[CH3:30][O:29][C:22]1[C:21]2[C:26](=[CH:27][CH:28]=[C:19]([N:7]3[C:8]4[CH:9]=[CH:10][C:2]([CH3:1])=[CH:3][C:4]=4[C:5]4[CH2:15][N:14]5[CH2:13][CH2:12][CH:11]([C:6]3=4)[CH2:17][CH2:16]5)[CH:20]=2)[N:25]=[CH:24][N:23]=1. Procedure: The reaction of 9-methyl-3,4,5,6-tetrahydro-1H-2,5-ethanoazepino[4,3-b]indole (136 mg, 0.6 mmol; Example 2B) and 6-bromo-4-methoxyquinazoline (215 mg, 0.9 mmol; ChemBridge) was performed as described in Example 68 to afford the title compound as the minor product: 1H NMR (300 MHz, methanol-d4) δ ppm 1.95-2.20 (m, 4H) 2.42 (s, 3H) 2.89-2.96 (m, 1H) 3.09-3.30 (m, 4H) 4.23 (s, 3H) 4.33 (s, 2H) 6.91-7.04 (m, 2H), 7.22 (s, 1H) 7.87 (dd, J=9, 2 Hz, 1H) 8.06-8.13 (m, 2H) 8.83 (s, 1H); MS (DCI/NH3) m/z ... Starting materials: [N+](=O)([O-])C1=CC=C(N)C=C1 (4-nitroaniline), nitro, ClOC(C)(C)C (t-butyl hypochlorite). The solvent is C(Cl)Cl (methylene chloride), C(Cl)Cl (methylene chloride). Reaction conditions: temperature -65 celsius. The product is [N+](=O)([O-])C1=CC=C(NCl)C=C1 (4-nitro-N-chloraniline). Reaction SMILES: [N+:1]([C:4]1[CH:10]=[CH:9][C:7]([NH2:8])=[CH:6][CH:5]=1)([O-:3])=[O:2].[Cl:11]OC(C)(C)C>C(Cl)Cl>[N+:1]([C:4]1[CH:10]=[CH:9][C:7]([NH:8][Cl:11])=[CH:6][CH:5]=1)([O-:3])=[O:2]. Procedure details: To a suitable reaction vessel there was added 6.07 g (0.044 mol) of 4-nitroaniline dissolved in 300 ml of methylene chloride. The solution was cooled with vigorous stirring to -65° C, giving a suspension of the nitro compound. A solution of 5.75 g (0.055 mol) of t-butyl hypochlorite in 10 ml of methylene chloride was added to form the 4-nitro-N-chloraniline and subsequently after 3 hr, 7.4 g (0.071 mol) of methylthio-2-propanone in 10 mol of methylene chloride was added, while stirring was conti...